The task is: describe an organic reaction: reactants, conditions, products, and yield. This data is from the Open Reaction Database (ORD), a public repository of structured organic reaction records. Starting materials: NC=1C=C2C3(C(N(C2=CC1[N+](=O)[O-])C)=O)CC3 (5′-amino-1′-methyl-6′-nitro-spiro[cyclopropane-1,3′-indoline]-2′-one). Reagents/catalysts: [Pd] (Pd/C). The solvent is CO (MeOH), Cl (hydrochloric acid). The product is NC=1C=C2C3(C(N(C2=CC1N)C)=O)CC3 (5′,6′-Diamino-1′-methyl-spiro[cyclopropane-1,3′-indol]-2′-one). As a reaction SMILES: [NH2:1][C:2]1[CH:3]=[C:4]2[C:8](=[CH:9][C:10]=1[N+:11]([O-])=O)[N:7]([CH3:14])[C:6](=[O:15])[C:5]12[CH2:17][CH2:16]1>CO.Cl.[Pd]>[NH2:1][C:2]1[CH:3]=[C:4]2[C:8](=[CH:9][C:10]=1[NH2:11])[N:7]([CH3:14])[C:6](=[O:15])[C:5]12[CH2:16][CH2:17]1. Reported procedure: Analogously to general procedure (II) the compound is prepared from 5′-amino-1′-methyl-6′-nitro-spiro[cyclopropane-1,3′-indoline]-2′-one (50 mg) in MeOH (10 ml) and hydrochloric acid (1 ml) using Pd/C (15.0 mg) as catalyst (3 h; 1 bar). After an aqueous work-up the compound is used without further purification. Reactants: 12, OC1CC(C(CCCCCCC(=O)O)=C1C=CC(CCCCC)=O)=O (11-hydroxy-9,15-dioxoprosta-8(12),13-dienoic acid), C(C)O (ethanol), [BH4-].[Na+] (sodium borohydride), C(CC(O)(C(=O)O)CC(=O)O)(=O)O (citric acid). Run in O (water), O (water), C(C)N(CC)CC (triethylamine). Run at time 25 minute. Product: OC1CC(C(CCCCCCC(=O)O)=C1C=CC(CCCCC)O)=O (11,15-dihydroxy-9-oxoprosta-8(12),13-dienoic acid). As a reaction SMILES: [OH:1][CH:2]1[C:15]([CH:16]=[CH:17][C:18](=[O:24])[CH2:19][CH2:20][CH2:21][CH2:22][CH3:23])=[C:5]([CH2:6][CH2:7][CH2:8][CH2:9][CH2:10][CH2:11][C:12]([OH:14])=[O:13])[C:4](=[O:25])[CH2:3]1.C(O)C.[BH4-].[Na+].C(O)(=O)CC(CC(O)=O)(C(O)=O)O>O.C(N(CC)CC)C>[OH:1][CH:2]1[C:15]([CH:16]=[CH:17][CH:18]([OH:24])[CH2:19][CH2:20][CH2:21][CH2:22][CH3:23])=[C:5]([CH2:6][CH2:7][CH2:8][CH2:9][CH2:10][CH2:11][C:12]([OH:14])=[O:13])[C:4](=[O:25])[CH2:3]1 |f:2.3|. Procedure details: To a solution of 12 parts of 11-hydroxy-9,15-dioxoprosta-8(12),13-dienoic acid in 28 parts of ethanol, cooled to 0°-5°, is added dropwise a solution of 3 parts of triethylamine in 275 parts of water. To that mixture is added dropwise with cooling and stirring a solution of 0.32 part of sodium borohydride in 32 parts of water. Stirring at approximately 10° is continued for about 25 minutes, at the end of which time the reaction mixture is poured carefully into excess aqueous citric acid. Extracti...